From a dataset of the Open Reaction Database (ORD), a public repository of structured organic reaction records. describe an organic reaction: reactants, conditions, products, and yield Starting materials: COc1ccc(CON)cc1, CS(=O)(=O)Cl, c1ccncc1. The product is COc1ccc(CONS(C)(=O)=O)cc1. As a reaction SMILES: [CH3:6][O:7][c:8]1[cH:9][cH:10][c:11]([CH2:12][O:13][NH2:14])[cH:15][cH:16]1.[S:1](=[O:2])(=[O:3])([CH3:4])[Cl:5].[cH:17]1[cH:18][cH:19][n:20][cH:21][cH:22]1>>[S:1](=[O:2])(=[O:3])([CH3:4])[NH:14][O:13][CH2:12][c:11]1[cH:10][cH:9][c:8]([O:7][CH3:6])[cH:16][cH:15]1. The reactants are C(C)N(CCN1C(C2=C(CC1)NC(=C2C)C=O)=O)CC (5-(2-diethylamino-ethyl)-3-methyl-4-oxo-4,5,6,7-tetrahydro-1H-pyrrolo[3,2-c]pyridine-2-carbaldehyde), BrC=1C=C2CC(NC2=CC1)=O (5-bromo-1,3-dihydro-indole-2-one). The product is BrC=1C=C2C(C(NC2=CC1)=O)=CC1=C(C=2C(N(CCC2N1)CCN(CC)CC)=O)C (2-(5-Bromo-2-oxo-1,2-dihydro-indol-3-ylidenemethyl)-5-(2-diethylamino-ethyl)-3-methyl-1,5,6,7-tetrahydro-pyrrolo[3,2-c]pyridin-4-one), CC1=CNC2=C1C(NCC2)=O (3-methyl-1,5,6,7-tetrahydro-pyrrolo[3,2-c]pyridin-4-one). Yield: 98.7%. Reaction SMILES: [CH2:1]([N:3]([CH2:19][CH3:20])[CH2:4][CH2:5][N:6]1[CH2:11][CH2:10][C:9]2[NH:12][C:13]([CH:16]=O)=[C:14]([CH3:15])[C:8]=2[C:7]1=[O:18])[CH3:2].[Br:21][C:22]1[CH:23]=[C:24]2[C:28](=[CH:29][CH:30]=1)[NH:27][C:26](=[O:31])[CH2:25]2>>[Br:21][C:22]1[CH:23]=[C:24]2[C:28](=[CH:29][CH:30]=1)[NH:27][C:26](=[O:31])[C:25]2=[CH:16][C:13]1[NH:12][C:9]2[CH2:10][CH2:11][N:6]([CH2:5][CH2:4][N:3]([CH2:19][CH3:20])[CH2:1][CH3:2])[C:7](=[O:18])[C:8]=2[C:14]=1[CH3:15].[CH3:15][C:14]1[C:8]2[C:7](=[O:18])[NH:6][CH2:11][CH2:10][C:9]=2[NH:12][CH:13]=1. Procedure: The title compound was prepared under the same conditions as described in Example 1 with 5-(2-diethylamino-ethyl)-3-methyl-4-oxo-4,5,6,7-tetrahydro-1H-pyrrolo[3,2-c]pyridine-2-carbaldehyde and 5-bromo-1,3-dihydro-indole-2-one (commercially available from Aldrich) as starting materials to give 2-(5-bromo-2-oxo-1,2-dihydro-indol-3-ylidenemethyl)-5-2-diethylamino-ethyl)-3-methyl-1,5,6,7-tetrahydro-pyrrolo[3,2-c]pyridin-4-one (56 mg, 98.7%) as a brown solid.